This data is from the Open Reaction Database (ORD), a public repository of structured organic reaction records. The task is: describe an organic reaction: reactants, conditions, products, and yield Starting materials: COc1ccccc1Br, COc1ccccc1-c1cccc(-n2cnc(C(=O)N(C)OC)c2)c1. The product is COc1ccccc1C(=O)c1cn(-c2cccc(-c3ccccc3OC)c2)cn1. As a reaction SMILES: [Br:26][c:27]1[c:28]([O:33][CH3:34])[cH:29][cH:30][cH:31][cH:32]1.[CH3:1][O:2][N:3]([C:4](=[O:5])[c:6]1[n:7][cH:8][n:9](-[c:11]2[cH:12][c:13](-[c:17]3[c:18]([O:23][CH3:24])[cH:19][cH:20][cH:21][cH:22]3)[cH:14][cH:15][cH:16]2)[cH:10]1)[CH3:25]>>[C:4](=[O:5])([c:6]1[n:7][cH:8][n:9](-[c:11]2[cH:12][c:13](-[c:17]3[c:18]([O:23][CH3:24])[cH:19][cH:20][cH:21][cH:22]3)[cH:14][cH:15][cH:16]2)[cH:10]1)[c:27]1[c:28]([O:33][CH3:34])[cH:29][cH:30][cH:31][cH:32]1. Starting materials: Cl (hydrochloric acid), ClC(C(=O)NC1=C(C=CC=C1C(F)(F)F)C(CC(=O)NC=1SC=CN1)=O)COC (2-[(2-chloro- 3-methoxy-1-oxopropyl)amino]β-oxo-N (2-thiazolyl)-3-(trifluoromethyl)-benzene propanamide), 10g, O1CCCC1 (tetrahydrofuran). Reagents/catalysts: CN(C1=CC=NC=C1)C (4-dimethylamino-pyridine). The solvent is O (water). The product is ClC(COC)C1=NC2=C(C=CC=C2C(=C1C(=O)NC=1SC=CN1)O)C(F)(F)F (2-(1-chloro-2-methoxyethyl)-4-hydroxy-N-(2-thiazolyl)-8-trifluoromethyl-3-quinoline carboxamide). Yield: 88.1%. RXN SMILES: [Cl:1][CH:2]([CH2:27][O:28][CH3:29])[C:3]([NH:5][C:6]1[C:11]([C:12]([F:15])([F:14])[F:13])=[CH:10][CH:9]=[CH:8][C:7]=1[C:16](=[O:26])[CH2:17][C:18]([NH:20][C:21]1[S:22][CH:23]=[CH:24][N:25]=1)=[O:19])=O.O1CCCC1.Cl>CN(C)C1C=CN=CC=1.O>[Cl:1][CH:2]([C:3]1[C:17]([C:18]([NH:20][C:21]2[S:22][CH:23]=[CH:24][N:25]=2)=[O:19])=[C:16]([OH:26])[C:7]2[C:6](=[C:11]([C:12]([F:15])([F:14])[F:13])[CH:10]=[CH:9][CH:8]=2)[N:5]=1)[CH2:27][O:28][CH3:29]. Procedure: A mixture of 33.35g of the product of Step A, 10g of 4-dimethylamino-pyridine and 300ml of tetrahydrofuran was refluxed for 30 minutes and was then cooled to room temperature and poured into a mixture of water and 2N hydrochloric acid. The mixture was extracted with ethyl acetate and the organic phase was washed, dried and evaporated to dryness. The residue was empasted with ether, vacuum filtered, washed and dried under reduced presssure at 60° C. to obtain 28.2g of 2-(1-chloro-2-methoxyethyl)-...